From a dataset of the Open Reaction Database (ORD), a public repository of structured organic reaction records. describe an organic reaction: reactants, conditions, products, and yield The reactants are [Br-].CC1(SC2=C(S1)C=CC(=C2)C(C)[P+](C2=CC=CC=C2)(C2=CC=CC=C2)C2=CC=CC=C2)C ([1-(2,2-dimethyl-1,3-benzodithiol-5-yl)ethyl]triphenylphosphonium bromide), C(C1=CC=CC=C1)=O (benzaldehyde). Product: CC1(SC2=C(S1)C=CC(=C2)\C(=C\C2=CC=CC=C2)\C)C (2,2-dimethyl-5-[(E)-α-methylstyryl]-1,3-benzodithiol). As a reaction SMILES: [Br-].[CH3:2][C:3]1([CH3:33])[S:7][C:6]2[CH:8]=[CH:9][C:10]([CH:12]([P+](C3C=CC=CC=3)(C3C=CC=CC=3)C3C=CC=CC=3)[CH3:13])=[CH:11][C:5]=2[S:4]1.[CH:34](=O)[C:35]1[CH:40]=[CH:39][CH:38]=[CH:37][CH:36]=1>>[CH3:33][C:3]1([CH3:2])[S:7][C:6]2[CH:8]=[CH:9][C:10](/[C:12](/[CH3:13])=[CH:34]/[C:35]3[CH:40]=[CH:39][CH:38]=[CH:37][CH:36]=3)=[CH:11][C:5]=2[S:4]1 |f:0.1|. Procedure details: In analogy to Example 45, by reacting [1-(2,2-dimethyl-1,3-benzodithiol-5-yl)ethyl]triphenylphosphonium bromide with benzaldehyde, there was obtained 2,2-dimethyl-5-[(E)-α-methylstyryl]-1,3-benzodithiol, melting point 57°-58° C. Starting materials: OC1=CC(NC1C(C)C)=O (4-hydroxy-5-isopropyl-1,5-dihydro-pyrrol-2-one), C(C1=CC=CC=C1)=O (benzaldehyde), N1C=C(C2=CC=CC=C12)CCNC(C1=CC=CC=C1)=O (N-[2-(1H-indol-3-yl)-ethyl]-benzamide). Yields the product OC1=C(C(NC1C(C)C)=O)C(C=1NC2=CC=CC=C2C1CCNC(C1=CC=CC=C1)=O)C1=CC=CC=C1 (N-(2-{2-[(4-Hydroxy-5-isopropyl-2-oxo-2,5-dihydro-1H-pyrrol-3-yl)-phenyl-methyl]-1H-indol-3-yl}-ethyl)-benzamide). RXN SMILES: [OH:1][C:2]1[CH:6]([CH:7]([CH3:9])[CH3:8])[NH:5][C:4](=[O:10])[CH:3]=1.[CH:11](=O)[C:12]1[CH:17]=[CH:16][CH:15]=[CH:14][CH:13]=1.[NH:19]1[C:27]2[C:22](=[CH:23][CH:24]=[CH:25][CH:26]=2)[C:21]([CH2:28][CH2:29][NH:30][C:31](=[O:38])[C:32]2[CH:37]=[CH:36][CH:35]=[CH:34][CH:33]=2)=[CH:20]1>>[OH:1][C:2]1[CH:6]([CH:7]([CH3:9])[CH3:8])[NH:5][C:4](=[O:10])[C:3]=1[CH:11]([C:12]1[CH:17]=[CH:16][CH:15]=[CH:14][CH:13]=1)[C:20]1[NH:19][C:27]2[C:22]([C:21]=1[CH2:28][CH2:29][NH:30][C:31](=[O:38])[C:32]1[CH:37]=[CH:36][CH:35]=[CH:34][CH:33]=1)=[CH:23][CH:24]=[CH:25][CH:26]=2. Procedure details: Using general procedure C, 4-hydroxy-5-isopropyl-1,5-dihydro-pyrrol-2-one (Lit. 11) was reacted with benzaldehyde and N-[2-(1H-indol-3-yl)-ethyl]-benzamide to give the title compound as a grey solid. MS: 494.3 ([M+H]+). Starting materials: [H][H] (hydrogen), cyano methyl ester, C(C1=CC=CC=C1)OC(C(=CC(CCCC(C)C)(C)C)C#N)=O (2-Cyano-4,4,8-trimethyl-non-2-enoic acid benzyl ester), [H][H] (hydrogen), cyano. The reagents and catalysts are [Ni] (Ni), [Pd] (Pd/C). Solvent: CO.[NH4+].[OH-] (MeOH NH4OH), C1CCOC1 (THF). Product: NCC(C(=O)O)CC(CCCC(C)C)(C)C (2-aminomethyl-4,4,8-trimethyl-nonanoic acid). Yield: 16.9%. As a reaction SMILES: C([O:8][C:9](=[O:23])[C:10]([C:21]#[N:22])=[CH:11][C:12]([CH3:20])([CH3:19])[CH2:13][CH2:14][CH2:15][CH:16]([CH3:18])[CH3:17])C1C=CC=CC=1.[H][H]>C1COCC1.CO.[NH4+].[OH-].[Pd].[Ni]>[NH2:22][CH2:21][CH:10]([CH2:11][C:12]([CH3:19])([CH3:20])[CH2:13][CH2:14][CH2:15][CH:16]([CH3:17])[CH3:18])[C:9]([OH:23])=[O:8] |f:3.4.5|. Procedure details: 2-Cyano-4,4,8-trimethyl-non-2-enoic acid benzyl ester (1.3 g, 4.14 mmol) in THF (50 mL) was treated with hydrogen in the presence of 20% Pd/C to give a mixture of the cyano acid and the cyano methyl ester. The mixture was purified by silica gel chromatography to give 278 mg of cyano acid. The acid was then treated with hydrogen in the presence of Raney Ni in MeOH/NH4OH to give 0.16 g of 2-aminomethyl-4,4,8-trimethyl-nonanoic acid. m/z 230.3 (M+). Reactants: FC1=C(C=CC(=C1)F)CC(=O)O ((2,4-difluorophenyl)acetic acid), C(=O)(N1C=NC=C1)N1C=NC=C1 (1,1′-carbonyldiimidazole), FC1=C(C=CC(=C1)F)CC(=O)N1C=NC=C1 (1-[(2,4-difluorophenyl)acetyl]-1H-imidazole), CC(C)([O-])C.[K+] (potassium tert-butoxide), [N+](=O)([O-])C (nitromethane), Cl (HCl). Run in ClCCl (dichloromethane), O (water), CS(=O)C (dimethyl sulfoxide). Reaction conditions: time 2.5 hour. Yields the product FC1=C(C=CC(=C1)F)CC(=O)C[N+](=O)[O-] (1-(2,4-difluorophenyl)-3-nitroacetone). The yield is 75.2%. As a reaction SMILES: [F:1][C:2]1[CH:7]=[C:6]([F:8])[CH:5]=[CH:4][C:3]=1[CH2:9][C:10]([OH:12])=O.C(N1C=CN=C1)(N1C=CN=C1)=O.CC(C)([O-])C.[K+].[N+:31]([CH3:34])([O-:33])=[O:32].FC1C=C(F)C=CC=1CC(N1C=CN=C1)=O.Cl>O.CS(C)=O.ClCCl>[F:1][C:2]1[CH:7]=[C:6]([F:8])[CH:5]=[CH:4][C:3]=1[CH2:9][C:10]([CH2:34][N+:31]([O-:33])=[O:32])=[O:12] |f:2.3|. Procedure details: To 120 ml of dichloromethane solution of (2,4-difluorophenyl)acetic acid (10 g, 58.1 mmol) at 0° C., 1,1′-carbonyldiimidazole (9.4 g, 58.1 mmol) was added slowly. The mixture was then stirred for 2.5 hours at room temperature. The solvent was removed. Then the solid residue was triturated with diethyl ether and dried. The white fluffy solid 1-[(2,4-difluorophenyl)acetyl]-1H-imidazole was used for the next step without further purification. In a separate flask, to the 100 ml of dimethyl sulfoxide... The reactants are [Na] (sodium), C(C=CCCC)C#N (2-hexenecarbonitrile), C(C)O (ethanol), C1(=CC=CC=C1)NN (phenylhydrazine). The solvent is CCCCCC (Hexane). Product: NC1=NN(C(C1)CCC)C1=CC=CC=C1 (3-Amino-1-phenyl-5-propyl-2-pyrazoline). Reaction SMILES: [Na].C(O)C.[C:5]1([NH:11][NH2:12])[CH:10]=[CH:9][CH:8]=[CH:7][CH:6]=1.[CH2:13]([C:19]#[N:20])[CH:14]=[CH:15][CH2:16][CH2:17]C>CCCCCC>[NH2:20][C:19]1[CH2:13][CH:14]([CH2:15][CH2:16][CH3:17])[N:11]([C:5]2[CH:10]=[CH:9][CH:8]=[CH:7][CH:6]=2)[N:12]=1 |^1:0|. Procedure: A 0.2 g. amount of sodium metal is dissolved in 100 ml. of absolute ethanol, then 3.1 g. of phenylhydrazine is added followed by 2.7 g. of 2-hexenecarbonitrile. The reaction mixture is refluxed for 18 hours then is evaporated to dryness in vacuo. The residue is dissolved in dichloromethane. The solution is washed with water, dried over anhydrous magnesium sulfate, filtered through a short column of a hydrous magnesium silicate and evaporated to dryness in vacuo to give a tan gum. Hexane is added... Reactants: [H-].COCCO[Al+]OCCOC.[Na+].[H-] (Sodium bis(2-methoxyethoxy)aluminum hydride), FC1=C(C#N)C=C(C(=C1)N1C=NC(=C1)C)OC (2-fluoro-5-methoxy-4-(4-methyl-1H-imidazol-1-yl)benzonitrile), O (Water), aqueous solution, [OH-].[Na+] (sodium hydroxide). The solvent is C1CCOC1 (THF), C(C)(=O)OCC (ethyl acetate). Reaction conditions: time 1 hour. The product is FC1=C(C=O)C=C(C(=C1)N1C=NC(=C1)C)OC (2-fluoro-5-methoxy-4-(4-methyl-1H-imidazol-1-yl)benzaldehyde). As a reaction SMILES: [H-].C[O:3]CCO[Al+]OCCOC.[Na+].[H-].[F:15][C:16]1[CH:23]=[C:22]([N:24]2[CH:28]=[C:27]([CH3:29])[N:26]=[CH:25]2)[C:21]([O:30][CH3:31])=[CH:20][C:17]=1[C:18]#N.O.[OH-].[Na+]>C1COCC1.C(OCC)(=O)C>[F:15][C:16]1[CH:23]=[C:22]([N:24]2[CH:28]=[C:27]([CH3:29])[N:26]=[CH:25]2)[C:21]([O:30][CH3:31])=[CH:20][C:17]=1[CH:18]=[O:3] |f:0.1.2.3,6.7|. Reported procedure: Sodium bis(2-methoxyethoxy)aluminum hydride (65% solution in toluene, 11.4 mL) was added dropwise to a suspension of 2-fluoro-5-methoxy-4-(4-methyl-1H-imidazol-1-yl)benzonitrile (8.85 g) in THF (180 mL) in a nitrogen atmosphere at −15° C., and the reaction solution was stirred for 1 hour. Water was added to the reaction mixture, and the mixture was stirred at room temperature for 10 minutes. Then, a 5 N aqueous solution of sodium hydroxide and ethyl acetate were added to the mixture and the orga... The reactants are C(C=1C(O)=CC=CC1)(=O)OC1=CC=CC=C1 (phenyl salicylate), NC=1C(=NC=CC1)Cl (3-amino-2-chloropyridine). Solvent: ClC1=C(C=C(C=C1)Cl)Cl (1,2,4-trichlorobenzene). Yields the product N1=CC=CC2=C1OC1=C(C(N2)=O)C=CC=C1 (Pyrido[2,3-b][1,4]benzoxazepin-6(5H)-one). The yield is 28.3%. RXN SMILES: [C:1](OC1C=CC=CC=1)(=[O:9])[C:2]1[C:3](=[CH:5][CH:6]=[CH:7][CH:8]=1)[OH:4].[NH2:17][C:18]1[C:19](Cl)=[N:20][CH:21]=[CH:22][CH:23]=1>ClC1C=CC(Cl)=CC=1Cl>[N:20]1[C:19]2[O:4][C:3]3[CH:5]=[CH:6][CH:7]=[CH:8][C:2]=3[C:1](=[O:9])[NH:17][C:18]=2[CH:23]=[CH:22][CH:21]=1. Reported procedure: A mixture of 21.4 g of phenyl salicylate, 25.71 g 3-amino-2-chloropyridine and 20 ml of 1,2,4-trichlorobenzene is refluxed for 1 hour under argon and the liberated phenol and HCl simultaneously distilled (from the refluxing mixture) and collected in a solution of 1N NaOH. The hot mixture is poured into 200 ml of ethanol and the precipitated solid collected by filtration. The solid is washed with ethanol and dried Recrystallization from methanol--DMF (6:1) gives 6.0 g of product, m.p. 268°-270° C...